Dataset: the Open Reaction Database (ORD), a public repository of structured organic reaction records. Task: describe an organic reaction: reactants, conditions, products, and yield The reactants are Brc1ccsc1, CCCCCCCCCCCCBr, CCOCC, [Mg]. Product: CCCCCCCCCCCCc1ccsc1. Reaction SMILES: [Br:15][c:16]1[cH:17][s:18][cH:19][cH:20]1.[Br:2][CH2:3][CH2:4][CH2:5][CH2:6][CH2:7][CH2:8][CH2:9][CH2:10][CH2:11][CH2:12][CH2:13][CH3:14].[CH2:21]([O:22][CH2:23][CH3:24])[CH3:25].[Mg:1]>>[CH2:3]([CH2:4][CH2:5][CH2:6][CH2:7][CH2:8][CH2:9][CH2:10][CH2:11][CH2:12][CH2:13][CH3:14])[c:16]1[cH:17][s:18][cH:19][cH:20]1. The reactants are O=C([O-])[O-], CCO, Cc1ccccc1, Cc1nc(Cl)c2nc(-c3ccccc3)cc-2[nH]1, [Na+], [Na+], O=C(C=Cc1ccccc1)C=Cc1ccccc1, O=C(C=Cc1ccccc1)C=Cc1ccccc1, O=C(C=Cc1ccccc1)C=Cc1ccccc1, O, [Pd], [Pd], c1ccc(P(c2ccccc2)c2ccccc2)cc1, OB(O)c1cccnc1. The product is Cc1nc(-c2cccnc2)c2nc(-c3ccccc3)cc-2[nH]1. RXN SMILES: [C:46](=[O:47])([O-:48])[O-:49].[CH3:109][CH2:110][OH:111].[CH3:112][c:113]1[cH:114][cH:115][cH:116][cH:117][cH:118]1.[Cl:1][c:2]1[c:3]2[n:11][c:10](-[c:12]3[cH:13][cH:14][cH:15][cH:16][cH:17]3)[cH:9][c:4]-2[nH:5][c:6]([CH3:8])[n:7]1.[Na+:50].[Na+:51].[O:55]=[C:56]([CH:57]=[CH:58][c:59]1[cH:60][cH:61][cH:62][cH:63][cH:64]1)[CH:65]=[CH:66][c:67]1[cH:68][cH:69][cH:70][cH:71][cH:72]1.[O:73]=[C:74]([CH:75]=[CH:76][c:77]1[cH:78][cH:79][cH:80][cH:81][cH:82]1)[CH:83]=[CH:84][c:85]1[cH:86][cH:87][cH:88][cH:89][cH:90]1.[O:91]=[C:92]([CH:93]=[CH:94][c:95]1[cH:96][cH:97][cH:98][cH:99][cH:100]1)[CH:101]=[CH:102][c:103]1[cH:104][cH:105][cH:106][cH:107][cH:108]1.[OH2:52].[Pd:53].[Pd:54].[c:27]1([P:28]([c:29]2[cH:30][cH:31][cH:32][cH:33][cH:34]2)[c:35]2[cH:36][cH:37][cH:38][cH:39][cH:40]2)[cH:41][cH:42][cH:43][cH:44][cH:45]1.[n:18]1[cH:19][c:20]([B:24]([OH:25])[OH:26])[cH:21][cH:22][cH:23]1>>[c:2]1(-[c:20]2[cH:19][n:18][cH:23][cH:22][cH:21]2)[c:3]2[n:11][c:10](-[c:12]3[cH:13][cH:14][cH:15][cH:16][cH:17]3)[cH:9][c:4]-2[nH:5][c:6]([CH3:8])[n:7]1. Reactants: BrC1=CC(=C(C(=O)O)C=C1)F (4-bromo-2-fluorobenzoic acid), S(=O)(Cl)Cl (thionyl chloride), C(C)O (ethanol), C(O)([O-])=O.[Na+] (sodium hydrogencarbonate). Conditions: temperature 70 celsius, time 8 hour. Yields the product BrC1=CC(=C(C(=O)OCC)C=C1)F (ethyl 4-bromo-2-fluorobenzoate). As a reaction SMILES: [Br:1][C:2]1[CH:10]=[CH:9][C:5]([C:6]([OH:8])=[O:7])=[C:4]([F:11])[CH:3]=1.S(Cl)(Cl)=O.C(=O)([O-])O.[Na+].[CH2:21](O)[CH3:22]>>[Br:1][C:2]1[CH:10]=[CH:9][C:5]([C:6]([O:8][CH2:21][CH3:22])=[O:7])=[C:4]([F:11])[CH:3]=1 |f:2.3|. Procedure: To a solution of 4-bromo-2-fluorobenzoic acid (3.0 g) in ethanol (20 mL) was added thionyl chloride (2.0 mL) at 0° C., and the mixture was stirred overnight at 70° C. To the reaction mixture was added saturated aqueous sodium hydrogencarbonate solution, the mixture was concentrated under reduced pressure, and the residue was extracted with ethyl acetate. The organic layer was washed successively with water and saturated brine, dried over anhydrous magnesium sulfate, and concentrated under reduce... The reactants are Cc1cc(O)n(C)n1, Cc1ccccc1C, Cc1ccccc1N=C=O. Product: Cc1ccccc1NC(=O)c1c(C)nn(C)c1O. RXN SMILES: [OH:1][c:2]1[cH:3][c:4]([CH3:8])[n:5][n:6]1[CH3:7].[c:19]1([CH3:20])[c:21]([CH3:22])[cH:23][cH:24][cH:25][cH:26]1.[c:9]1([CH3:18])[c:10]([N:15]=[C:16]=[O:17])[cH:11][cH:12][cH:13][cH:14]1>>[OH:1][c:2]1[c:3]([C:16]([NH:15][c:10]2[c:9]([CH3:18])[cH:14][cH:13][cH:12][cH:11]2)=[O:17])[c:4]([CH3:8])[n:5][n:6]1[CH3:7]. Reactants: CC(C)=CCBr, Fc1c(Nc2cc3c4c(c2)C2CNCCC2N4CCOC3)cccc1C(F)(F)F. Product: CC(C)=CCN1CCC2C(C1)c1cc(Nc3cccc(C(F)(F)F)c3F)cc3c1N2CCOC3. RXN SMILES: [Br:1][CH2:2][CH:3]=[C:4]([CH3:5])[CH3:6].[F:7][c:8]1[c:9]([NH:18][c:19]2[cH:20][c:21]3[c:25]4[c:26]([cH:27]2)[CH2:28][O:29][CH2:30][CH2:31][N:24]4[CH:23]2[CH:22]3[CH2:35][NH:34][CH2:33][CH2:32]2)[cH:10][cH:11][cH:12][c:13]1[C:14]([F:15])([F:16])[F:17]>>[CH2:2]([CH:3]=[C:4]([CH3:5])[CH3:6])[N:34]1[CH2:33][CH2:32][CH:23]2[CH:22]([c:21]3[cH:20][c:19]([NH:18][c:9]4[c:8]([F:7])[c:13]([C:14]([F:15])([F:16])[F:17])[cH:12][cH:11][cH:10]4)[cH:27][c:26]4[c:25]3[N:24]2[CH2:31][CH2:30][O:29][CH2:28]4)[CH2:35]1. Conditions: time 18 hour. Run in C(CO)O (ethylene glycol), C1(=CC=CC=C1)C (toluene). Reported procedure: 7.6 g of 4-(7-bromo-5-methoxy-benzofuran-2-yl)-1-ethoxycarbonyl-piperidine are dissolved in 80 ml of ethylene glycol. After the addition of 19.4 g of 86% potassium hydroxide, the resulting cloudy solution is heated at 160° with vigorous stirring for 18 hours. The reaction mixture is cooled to 100°, diluted with 80 ml of toluene, and cooled further to 20°. The reaction solution is extracted twice with 1000 ml of water each time and then four times with 200 ml of a 10% solution of methanesulfonic ... Product: BrC1=CC(=CC=2C=C(OC21)C2CCNCC2)OC (4-(7-bromo-5-methoxybenzofuran-2-yl)-piperidine). Reaction SMILES: [Br:1][C:2]1[C:10]2[O:9][C:8]([CH:11]3[CH2:16][CH2:15][N:14](C(OCC)=O)[CH2:13][CH2:12]3)=[CH:7][C:6]=2[CH:5]=[C:4]([O:22][CH3:23])[CH:3]=1.[OH-].[K+]>C(O)CO.C1(C)C=CC=CC=1>[Br:1][C:2]1[C:10]2[O:9][C:8]([CH:11]3[CH2:12][CH2:13][NH:14][CH2:15][CH2:16]3)=[CH:7][C:6]=2[CH:5]=[C:4]([O:22][CH3:23])[CH:3]=1 |f:1.2|. Starting materials: BrC1=CC(=CC=2C=C(OC21)C2CCN(CC2)C(=O)OCC)OC (4-(7-bromo-5-methoxy-benzofuran-2-yl)-1-ethoxycarbonyl-piperidine), [OH-].[K+] (potassium hydroxide).